This data is from the Open Reaction Database (ORD), a public repository of structured organic reaction records. The task is: describe an organic reaction: reactants, conditions, products, and yield The reactants are ClC1=C(C(=O)NC(=O)NC2=NC(=C(N=C2)C2=CC=C(C=C2)Br)Cl)C=CC=C1 (1-(2-Chlorobenzoyl)-3-[5-(4-bromophenyl)-6-chloro-2-pyrazinyl]urea), NC1=NC(=C(N=C1)C1=CC=C(C=C1)Br)Cl (2-amino-5-(4-bromophenyl)-6-chloropyrazine), ClC1=C(C(=O)N=C=O)C=CC=C1 (2-chlorobenzoylisocyanate). Product: ClC1=C(C(=O)NC(=O)NC2=NC(=C(N=C2)C2=CC=C(C=C2)Br)C)C=CC=C1 (1-(2-Chlorobenzoyl)-3-[5-(4-bromophenyl)-6-methyl-2-pyrazinyl]urea). As a reaction SMILES: [Cl:1][C:2]1[CH:27]=[CH:26][CH:25]=[CH:24][C:3]=1[C:4]([NH:6][C:7]([NH:9][C:10]1[CH:15]=[N:14][C:13]([C:16]2[CH:21]=[CH:20][C:19]([Br:22])=[CH:18][CH:17]=2)=[C:12](Cl)[N:11]=1)=[O:8])=[O:5].N[C:29]1C=NC(C2C=CC(Br)=CC=2)=C(Cl)N=1.ClC1C=CC=CC=1C(N=C=O)=O>>[Cl:1][C:2]1[CH:27]=[CH:26][CH:25]=[CH:24][C:3]=1[C:4]([NH:6][C:7]([NH:9][C:10]1[CH:15]=[N:14][C:13]([C:16]2[CH:21]=[CH:20][C:19]([Br:22])=[CH:18][CH:17]=2)=[C:12]([CH3:29])[N:11]=1)=[O:8])=[O:5]. Reported procedure: 1-(2-Chlorobenzoyl)-3-[5-(4-bromophenyl)-6-chloro-2-pyrazinyl]urea, weighing 1.4 g., and having a melting point of about 240°-242° C., from 0.9 g. of 2-amino-5-(4-bromophenyl)-6-chloropyrazine and 0.65 g. of 2-chlorobenzoylisocyanate. Reactants: CN([SiH](C)C)[Si](C)(C)C, COc1cc2c(Cl)ncnc2cc1OCCCCl, Nc1c(Cl)cnc2c1OCO2, [Na], CN(C)C=O. Yields the product COc1cc2c(Nc3c(Cl)cnc4c3OCO4)ncnc2cc1OCCCCl. As a reaction SMILES: [CH3:1][SiH:2]([CH3:3])[N:4]([CH3:5])[Si:6]([CH3:7])([CH3:8])[CH3:9].[Cl:22][c:23]1[n:24][cH:25][n:26][c:27]2[cH:28][c:29]([O:35][CH2:36][CH2:37][CH2:38][Cl:39])[c:30]([O:33][CH3:34])[cH:31][c:32]12.[NH2:11][c:12]1[c:13]2[c:14]([n:15][cH:16][c:17]1[Cl:18])[O:19][CH2:20][O:21]2.[Na:10].[O:40]=[CH:41][N:42]([CH3:43])[CH3:44]>>[NH:11]([c:12]1[c:13]2[c:14]([n:15][cH:16][c:17]1[Cl:18])[O:19][CH2:20][O:21]2)[c:23]1[n:24][cH:25][n:26][c:27]2[cH:28][c:29]([O:35][CH2:36][CH2:37][CH2:38][Cl:39])[c:30]([O:33][CH3:34])[cH:31][c:32]12. Reactants: ClC=1N(C(C=2NC(=NC2N1)C=1C=NN(C1)C)=O)CCC (2-Chloro-8-(1-methyl-1H-pyrazol-4-yl)-1-propyl-1,7-dihydro-purin-6-one), CN1C(CCC1)=O (N-methyl pyrrolidone), C([O-])([O-])=O.[K+].[K+] (potassium carbonate), FC=1C=C(C=CC1)O (3-Fluoro phenol). Solvent: O (water). Run at temperature 87.5 celsius. Yields the product FC=1C=C(OC=2N(C(C=3NC(=NC3N2)C=2C=NN(C2)C)=O)CCC)C=CC1 ((3-Fluoro-phenoxy)-8-(1-methyl-1H-pyrazol-4-yl)-1-propyl-1,7-dihydro-purin-6-one). The yield is 74.3%. Reaction SMILES: Cl[C:2]1[N:3]([CH2:18][CH2:19][CH3:20])[C:4](=[O:17])[C:5]2[NH:6][C:7]([C:11]3[CH:12]=[N:13][N:14]([CH3:16])[CH:15]=3)=[N:8][C:9]=2[N:10]=1.CN1CCCC1=O.C(=O)([O-])[O-].[K+].[K+].[F:34][C:35]1[CH:36]=[C:37]([OH:41])[CH:38]=[CH:39][CH:40]=1>O>[F:34][C:35]1[CH:36]=[C:37]([CH:38]=[CH:39][CH:40]=1)[O:41][C:2]1[N:3]([CH2:18][CH2:19][CH3:20])[C:4](=[O:17])[C:5]2[NH:6][C:7]([C:11]3[CH:12]=[N:13][N:14]([CH3:16])[CH:15]=3)=[N:8][C:9]=2[N:10]=1 |f:2.3.4|. Procedure details: The first two steps were carried out as described earlier. A mixture of 2-Chloro-8-(1-methyl-1H-pyrazol-4-yl)-1-propyl-1,7-dihydro-purin-6-one (0.1 g, 0.34 mmol), N-methyl pyrrolidone (2 ml), potassium carbonate (0.093 g, 0.68 mmol) and 3-Fluoro phenol (0.036 ml, 0.4 mmol), were heated at 85-90° C. for 20 hours. The reaction mixture was cooled to 0° C. and then added water (10 ml). The solid obtained was filtered, washed with cold water, then washed with diethyl ether, dried to obtain -(3-Fluoro...